From a dataset of the Open Reaction Database (ORD), a public repository of structured organic reaction records. describe an organic reaction: reactants, conditions, products, and yield The reactants are Cl.C(C1=CC=CC=C1)N1CC(C(CC1)=O)C(=O)OCC (ethyl 1-benzyl-4-oxopiperidine-3-carboxylate hydrochloride), CN(C)C=O (DMF), IC (iodomethane), [OH-].[K+] (KOH). The solvent is C1CCOC1 (THF). Reaction conditions: time 7.5 minute. Yields the product C(C1=CC=CC=C1)N1CC(C(CC1)=O)(C(=O)OCC)C (ethyl 1-benzyl-3-methyl-4-oxopiperidine-3-carboxylate). RXN SMILES: Cl.[CH2:2]([N:9]1[CH2:14][CH2:13][C:12](=[O:15])[CH:11]([C:16]([O:18][CH2:19][CH3:20])=[O:17])[CH2:10]1)[C:3]1[CH:8]=[CH:7][CH:6]=[CH:5][CH:4]=1.[CH3:21]N(C=O)C.[OH-].[K+].IC>C1COCC1>[CH2:2]([N:9]1[CH2:14][CH2:13][C:12](=[O:15])[C:11]([CH3:21])([C:16]([O:18][CH2:19][CH3:20])=[O:17])[CH2:10]1)[C:3]1[CH:4]=[CH:5][CH:6]=[CH:7][CH:8]=1 |f:0.1,3.4|. Procedure: To a suspension of ethyl 1-benzyl-4-oxopiperidine-3-carboxylate hydrochloride (20 g, 67.2 mmol) in THF (130 mL)/DMF (130 mL) was added KOH (powder, 7.64 g, 136 mmol) at room temperature. The reaction mixture was stirred for 5-10 min, then added iodomethane (4.62 mL, 73.9 mmol) dropwise. The reaction mixture was further stirred for 3 h at room temperature and then quenched with water. The aqueous phase was extracted with diethyl ether twice. The organic phases were combined and washed with water,... Reactants: [Cl-].[Ca+2].[Cl-] (calcium chloride), [BH4-].[Na+] (sodium borohydride), C(C)O (ethanol), [Cl-].[NH4+] (ammonium chloride), N1=C(C=CC(=C1)C(=O)OC)C(=O)OC (dimethyl 2,5-pyridinedicarboxylate). Run in C1CCOC1 (THF). Run at time 2.5 hour. The product is OCC1=NC=C(C(=O)OCC)C=C1 (ethyl 6-hydroxymethylnicotinate). Reaction SMILES: [Cl-].[Ca+2].[Cl-].[BH4-].[Na+].[N:6]1[CH:11]=[C:10]([C:12]([O:14][CH3:15])=[O:13])[CH:9]=[CH:8][C:7]=1[C:16]([O:18]C)=O.[Cl-].[NH4+].[CH2:22](O)C>C1COCC1>[OH:18][CH2:16][C:7]1[CH:8]=[CH:9][C:10]([C:12]([O:14][CH2:15][CH3:22])=[O:13])=[CH:11][N:6]=1 |f:0.1.2,3.4,6.7|. Reported procedure: A slurry of dry calcium chloride (22.7 g, 0.205 mol) in ethanol (300 mL) and THF (300 mL) at 0° C. was treated portionwise with sodium borohydride (15.5 g, 0.41 mol), stirred for 2.5 hours, treated with dimethyl 2,5-pyridinedicarboxylate (20.0 g, 0.103 mol), stirred for 20 minutes, treated with saturated ammonium chloride solution (100 mL), and concentrated. The concentrate was dissolved in dichloromethane, and the solution was washed sequentially with saturated ammonium chloride solution, water... Reactants: CN(C(=O)Cl)C (Dimethylcarbamyl chloride), Cl.N[C@@H]1C(N(C2=CC=C(C=C2C1)OC1=CC=CC=C1)O)=O ((3S)-3-amino-1-hydroxy-6-phenoxy-3,4-dihydroquinolin-2(1H)-one, hydrochloride salt). The solvent is N1=CC=CC=C1 (pyridine). Product: N[C@@H]1C(N(C2=CC=C(C=C2C1)OC1=CC=CC=C1)OC(N(C)C)=O)=O ((3S)-3-amino-1-[(dimethylcarbamoyl)oxy]-6-phenoxy-3,4-dihydroquinolin-2(1H)-one). Yield: 63.9%. As a reaction SMILES: [CH3:1][N:2]([CH3:6])[C:3](Cl)=[O:4].Cl.[NH2:8][C@H:9]1[CH2:18][C:17]2[C:12](=[CH:13][CH:14]=[C:15]([O:19][C:20]3[CH:25]=[CH:24][CH:23]=[CH:22][CH:21]=3)[CH:16]=2)[N:11]([OH:26])[C:10]1=[O:27]>N1C=CC=CC=1>[NH2:8][C@H:9]1[CH2:18][C:17]2[C:12](=[CH:13][CH:14]=[C:15]([O:19][C:20]3[CH:25]=[CH:24][CH:23]=[CH:22][CH:21]=3)[CH:16]=2)[N:11]([O:26][C:3](=[O:4])[N:2]([CH3:6])[CH3:1])[C:10]1=[O:27] |f:1.2|. Procedure details: Dimethylcarbamyl chloride (37 μL, 0.39 mmol) was added to a solution of (3S)-3-amino-1-hydroxy-6-phenoxy-3,4-dihydroquinolin-2(1H)-one, hydrochloride salt (93, Example 71) (100 mg, 0.33 mmol) in pyridine (2 mL). The reaction mixture was maintained at RT for 1.5 h, then concentrated in vacuo; the resulting residue was diluted with EtOAc (20 mL) and water (10 mL). The separated organic phase was washed with water (10 mL), dried over Mg2SO4, filtered, and concentrated in vacuo to provide the title ... Solvent: O1CCCC1 (tetrahydrofuran), C(C)(=O)OCC (ethyl acetate). Reaction conditions: temperature 60 celsius, time 2 hour. The product is C(C)(C)C1=NOC(=N1)N1CCC2(CC1)CC1(C2)CC=2C(=CN=C(C2)C=2CCN(CC2)S(=O)(=O)C)O1 (1″-(3-Isopropyl-[1,2,4]oxadiazol-5-yl)-5-(1-methanesulfonyl-1,2,3,6-tetrahydro-pyridin-4-yl)-dispiro[2,3-dihydrofuro[2,3-c]pyridine-2,1′-cyclobutane-3′,4″-piperidine]). As a reaction SMILES: [OH:1][NH:2][C:3](=[NH:7])[CH:4]([CH3:6])[CH3:5].[C:8]([N:10]1[CH2:15][CH2:14][C:13]2([CH2:18][C:17]3([O:36][C:21]4=[CH:22][N:23]=[C:24]([C:26]5[CH2:27][CH2:28][N:29]([S:32]([CH3:35])(=[O:34])=[O:33])[CH2:30][CH:31]=5)[CH:25]=[C:20]4[CH2:19]3)[CH2:16]2)[CH2:12][CH2:11]1)#N>O1CCCC1.C(OCC)(=O)C.[Cl-].[Zn+2].[Cl-]>[CH:4]([C:3]1[N:7]=[C:8]([N:10]2[CH2:11][CH2:12][C:13]3([CH2:18][C:17]4([O:36][C:21]5=[CH:22][N:23]=[C:24]([C:26]6[CH2:31][CH2:30][N:29]([S:32]([CH3:35])(=[O:33])=[O:34])[CH2:28][CH:27]=6)[CH:25]=[C:20]5[CH2:19]4)[CH2:16]3)[CH2:14][CH2:15]2)[O:1][N:2]=1)([CH3:6])[CH3:5] |f:4.5.6|. Reported procedure: Zinc chloride (0.7 mol/L in tetrahydrofuran, 0.42 mL) is added to a solution of N-hydroxy-isobutyramidine (30 mg) and 1″-cyano-5-(1-methanesulfonyl-1,2,3,6-tetrahydro-pyridin-4-yl)-dispiro[2,3-dihydrofuro[2,3-c]pyridine-2,1′-cyclobutane-3′,4″-piperidine] (100 mg) in tetrahydrofuran (4 mL) and ethyl acetate (4 mL) at room temperature. The solution is heated to 60° C. and stirred at this temperature for 2 h. Reagents/catalysts: [Cl-].[Zn+2].[Cl-] (Zinc chloride). Reactants: ONC(C(C)C)=N (N-hydroxy-isobutyramidine), C(#N)N1CCC2(CC1)CC1(C2)CC=2C(=CN=C(C2)C=2CCN(CC2)S(=O)(=O)C)O1 (1″-cyano-5-(1-methanesulfonyl-1,2,3,6-tetrahydro-pyridin-4-yl)-dispiro[2,3-dihydrofuro[2,3-c]pyridine-2,1′-cyclobutane-3′,4″-piperidine]).